Dataset: the Open Reaction Database (ORD), a public repository of structured organic reaction records. Task: describe an organic reaction: reactants, conditions, products, and yield The reactants are Cl.Cl.FC1=C(C=CC(=C1)F)N1CCNCC1 (1-(2,4-difluorophenyl)piperazine dihydrochloride), ClCC1=CC=C(C=C1)C(C)NC(C)=O (N-(1-(4-chloromethylphenyl)ethyl)acetamide). Product: FC1=C(C=CC(=C1)F)N1CCN(CC1)CC1=CC=C(C=C1)C(C)NC(C)=O (N-(1-(4-((4-(2,4-Difluorophenyl)piperazin-1-yl)methyl)phenyl)ethyl)acetamide). As a reaction SMILES: Cl.Cl.[F:3][C:4]1[CH:9]=[C:8]([F:10])[CH:7]=[CH:6][C:5]=1[N:11]1[CH2:16][CH2:15][NH:14][CH2:13][CH2:12]1.Cl[CH2:18][C:19]1[CH:24]=[CH:23][C:22]([CH:25]([NH:27][C:28](=[O:30])[CH3:29])[CH3:26])=[CH:21][CH:20]=1>>[F:3][C:4]1[CH:9]=[C:8]([F:10])[CH:7]=[CH:6][C:5]=1[N:11]1[CH2:12][CH2:13][N:14]([CH2:18][C:19]2[CH:20]=[CH:21][C:22]([CH:25]([NH:27][C:28](=[O:30])[CH3:29])[CH3:26])=[CH:23][CH:24]=2)[CH2:15][CH2:16]1 |f:0.1.2|. Procedure details: By similar reaction and treatment to that in Example 1(5) using 1-(2,4-difluorophenyl)piperazine dihydrochloride instead of phenylpiperazine and N-(1-(4-chloromethylphenyl)ethyl)acetamide instead of N-(4-chloromethylphenylmethyl)acetamide, the title compound was obtained as white crystals, m.p.=109-111° C. The reactants are NC1CCN(CC1)C(=O)OC(C)(C)C (tert-butyl 4-aminopiperidine-1-carboxylate), ClC1=NC=C(C(=C1)NC(C)C)C=1OC(=NN1)S(=O)(=O)C (2-chloro-N-isopropyl-5-(5-(methylsulfonyl)-1,3,4-oxadiazol-2-yl)pyridin-4-amine). Solvent: O1CCOCC1 (Dioxan). Run at temperature 90 celsius. Yields the product ClC1=CC(=C(C=N1)C1=NN=C(O1)NC1CCN(CC1)C(=O)OC(C)(C)C)NC(C)C (tert-butyl 4-((5-(6-chloro-4-(isopropylamino)pyridin-3-yl)-1,3,4-oxadiazol-2-yl)amino)piperidine-1-carboxylate). Reaction SMILES: [NH2:1][CH:2]1[CH2:7][CH2:6][N:5]([C:8]([O:10][C:11]([CH3:14])([CH3:13])[CH3:12])=[O:9])[CH2:4][CH2:3]1.[Cl:15][C:16]1[CH:21]=[C:20]([NH:22][CH:23]([CH3:25])[CH3:24])[C:19]([C:26]2[O:27][C:28](S(C)(=O)=O)=[N:29][N:30]=2)=[CH:18][N:17]=1>O1CCOCC1>[Cl:15][C:16]1[N:17]=[CH:18][C:19]([C:26]2[O:27][C:28]([NH:1][CH:2]3[CH2:3][CH2:4][N:5]([C:8]([O:10][C:11]([CH3:14])([CH3:13])[CH3:12])=[O:9])[CH2:6][CH2:7]3)=[N:29][N:30]=2)=[C:20]([NH:22][CH:23]([CH3:25])[CH3:24])[CH:21]=1. Procedure: tert-butyl 4-aminopiperidine-1-carboxylate (8 mmol, 5 equiv.) was added to a stirred solution of 2-chloro-N-isopropyl-5-(5-(methylsulfonyl)-1,3,4-oxadiazol-2-yl)pyridin-4-amine (44) (500 mg, 1.7 mmol) in Dioxan (5 mL) and heated at 90° C. for 4 h. The reaction mass was concentrated under reduced pressure. The crude material obtained was purified by column chromatography through silica gel and MeOH: DCM as eluent to afford the desired compound, tert-butyl 4-((5-(6-chloro-4-(isopropylamino)pyridin...